This data is from the Open Reaction Database (ORD), a public repository of structured organic reaction records. The task is: describe an organic reaction: reactants, conditions, products, and yield Starting materials: FC1=CC(=C(NC2=NC=CC=C2)C=C1)N (4-fluoro-2-amino-N-(2-pyridyl)aniline), O1C=C(C=C1)/C=C/C(=O)Cl ((E)-3-(3-furyl)acryloyl chloride), N1=C(C=CC=C1)N1C(=NC2=C1C=CC=C2)\C=C\C2=CC=CC=C2 ((E)-1-(2-pyridyl)-2-styryl-1H-benzimidazole). Product: FC1=CC2=C(N(C(=N2)\C=C\C2=COC=C2)C2=NC=CC=C2)C=C1 ((E)-5-Fluoro-2-[2-(3-furyl)ethenyl]-1-(2-pyridyl)-1H-benzimidazole). RXN SMILES: [F:1][C:2]1[CH:14]=[CH:13][C:5]([NH:6][C:7]2[CH:12]=[CH:11][CH:10]=[CH:9][N:8]=2)=[C:4]([NH2:15])[CH:3]=1.[O:16]1[CH:20]=[CH:19][C:18](/[CH:21]=[CH:22]/[C:23](Cl)=O)=[CH:17]1.N1C=CC=CC=1N1C2C=CC=CC=2N=C1/C=C/C1C=CC=CC=1>>[F:1][C:2]1[CH:14]=[CH:13][C:5]2[N:6]([C:7]3[CH:12]=[CH:11][CH:10]=[CH:9][N:8]=3)[C:23](/[CH:22]=[CH:21]/[C:18]3[CH:19]=[CH:20][O:16][CH:17]=3)=[N:15][C:4]=2[CH:3]=1. Reported procedure: The titled compound was prepared from 4-fluoro-2-amino-N-(2-pyridyl)aniline and (E)-3-(3-furyl)acryloyl chloride according to the preparation of (E)-1-(2-pyridyl)-2-styryl-1H-benzimidazole (Example 1, method A). The reactants are COc1ccc2c(=O)n(C)c(CBr)c(-c3ccccc3)c2c1, CO, CN(C)C=O, [H-], [Na+]. Yields the product COCc1c(-c2ccccc2)c2cc(OC)ccc2c(=O)n1C. Reaction SMILES: [Br:5][CH2:6][c:7]1[n:8]([CH3:26])[c:9](=[O:25])[c:10]2[cH:11][cH:12][c:13]([O:23][CH3:24])[cH:14][c:15]2[c:16]1-[c:17]1[cH:18][cH:19][cH:20][cH:21][cH:22]1.[CH3:1][OH:2].[CH3:27][N:28]([CH3:29])[CH:30]=[O:31].[H-:3].[Na+:4]>>[CH3:1][O:2][CH2:6][c:7]1[n:8]([CH3:26])[c:9](=[O:25])[c:10]2[cH:11][cH:12][c:13]([O:23][CH3:24])[cH:14][c:15]2[c:16]1-[c:17]1[cH:18][cH:19][cH:20][cH:21][cH:22]1. Yields the product C1=NC2=C(C(=N1)Cl)N=CN2[C@H]3[C@@H]([C@@H]([C@H](O3)COP(=O)(O)O)O)O (6-chloropurine riboside 5′-phosphate). The reactants are P(=O)(Cl)(Cl)Cl (Phosphoryl chloride), COP(=O)(OC)OC (trimethylphosphate), C1=NC2=C(C(=N1)Cl)N=CN2[C@H]3[C@@H]([C@@H]([C@H](O3)CO)O)O (6-Chloropurine riboside), P(=O)(OC)(OC)OC (trimethyl phosphate), [OH-].[NH4+] (ammonium hydroxide). The solvent is O (water). RXN SMILES: [CH:1]1[N:6]=[C:5]([Cl:7])[C:4]2[N:8]=[CH:9][N:10]([C@@H:11]3[O:15][C@H:14]([CH2:16][OH:17])[C@@H:13]([OH:18])[C@H:12]3[OH:19])[C:3]=2[N:2]=1.P(Cl)(Cl)(Cl)=O.[OH-].[NH4+].[P:27](OC)([O:31]C)([O:29]C)=[O:28]>O>[CH:1]1[N:6]=[C:5]([Cl:7])[C:4]2[N:8]=[CH:9][N:10]([C@@H:11]3[O:15][C@H:14]([CH2:16][O:17][P:27]([OH:31])([OH:29])=[O:28])[C@@H:13]([OH:18])[C@H:12]3[OH:19])[C:3]=2[N:2]=1 |f:2.3|. Reaction conditions: temperature 0 celsius, time 6 hour. The yield is 75.0%. Procedure: 6-Chloropurine riboside (100 mg, 0.35 mmol) was dissolved in 1.75 mL of trimethyl phosphate. Phosphoryl chloride (160 mg, 1.05 mmol) was dissolved in a mixture of 0.17 mL of trimethylphosphate and 6.3 μL of water. Both solutions were cooled to 0° C., mixed and stirred on a magnetic stirrer at 0° C. After 6 hours, ice was added to quench the reaction and the pH was adjusted to 7 by addition of ammonium hydroxide solution. The crude product was then concentrated and purified on a C18 reverse phase... Reactants: CCO, CCOC(=O)Cc1ccc(-c2nc(COc3ccc(COc4nn(-c5ccccc5)cc4C=Cc4coc(C(C)C)n4)cc3OC)c(C)o2)cc1, Cl, [Na+], C1CCOC1, [OH-]. Yields the product COc1cc(COc2nn(-c3ccccc3)cc2C=Cc2coc(C(C)C)n2)ccc1OCc1nc(-c2ccc(CC(=O)O)cc2)oc1C. As a reaction SMILES: [CH3:60][CH2:61][OH:62].[CH:1]([CH3:2])([CH3:3])[c:4]1[o:5][cH:6][c:7]([CH:9]=[CH:10][c:11]2[c:12]([O:22][CH2:23][c:24]3[cH:25][c:26]([O:50][CH3:51])[c:27]([O:28][CH2:29][c:30]4[n:31][c:32](-[c:36]5[cH:37][cH:38][c:39]([CH2:42][C:43](=[O:44])[O:45][CH2:46][CH3:47])[cH:40][cH:41]5)[o:33][c:34]4[CH3:35])[cH:48][cH:49]3)[n:13][n:14](-[c:16]3[cH:17][cH:18][cH:19][cH:20][cH:21]3)[cH:15]2)[n:8]1.[ClH:59].[Na+:58].[O:52]1[CH2:53][CH2:54][CH2:55][CH2:56]1.[OH-:57]>>[CH:1]([CH3:2])([CH3:3])[c:4]1[o:5][cH:6][c:7]([CH:9]=[CH:10][c:11]2[c:12]([O:22][CH2:23][c:24]3[cH:25][c:26]([O:50][CH3:51])[c:27]([O:28][CH2:29][c:30]4[n:31][c:32](-[c:36]5[cH:37][cH:38][c:39]([CH2:42][C:43](=[O:44])[OH:45])[cH:40][cH:41]5)[o:33][c:34]4[CH3:35])[cH:48][cH:49]3)[n:13][n:14](-[c:16]3[cH:17][cH:18][cH:19][cH:20][cH:21]3)[cH:15]2)[n:8]1. Starting materials: Cl.C(CC)NN=CC1=CC=C(C(=O)NC=2C=CC3=C(CCC(O3)CC(=O)OCC)C2)C=C1 (Ethyl rac-(3,4-Dihydro-6-(N-(4-((propylamino)iminomethyl)benzoyl)amino)-2H-1-benzopyran-2-yl)acetate hydrochloride), C(C)O (ethanol), [OH-].[Na+] (sodium hydroxide). The solvent is C(C)(=O)O (acetic acid). Product: C(CC)NN=CC1=CC=C(C(=O)NC=2C=CC3=C(CCC(O3)CC(=O)O)C2)C=C1 (rac-(3,4-Dihydro-6-(N-(4-((propylamino)iminomethyl)benzoyl)amino)-2H-1-benzopyran-2-yl)acetic Acid). Reaction SMILES: Cl.[CH2:2]([NH:5][N:6]=[CH:7][C:8]1[CH:32]=[CH:31][C:11]([C:12]([NH:14][C:15]2[CH:16]=[CH:17][C:18]3[O:23][CH:22]([CH2:24][C:25]([O:27]CC)=[O:26])[CH2:21][CH2:20][C:19]=3[CH:30]=2)=[O:13])=[CH:10][CH:9]=1)[CH2:3][CH3:4].C(O)C.[OH-].[Na+]>C(O)(=O)C>[CH2:2]([NH:5][N:6]=[CH:7][C:8]1[CH:32]=[CH:31][C:11]([C:12]([NH:14][C:15]2[CH:16]=[CH:17][C:18]3[O:23][CH:22]([CH2:24][C:25]([OH:27])=[O:26])[CH2:21][CH2:20][C:19]=3[CH:30]=2)=[O:13])=[CH:10][CH:9]=1)[CH2:3][CH3:4] |f:0.1,3.4|. Procedure details: 0.25 g (0.54 mmol) of the ester from Example 81 were stirred at room temperature overnight with 5 ml ethanol and 0.7 ml 2 N aqueous sodium hydroxide. The mixture was brought to pH 4 with 2 N acetic acid, and the precipitate of the acid (338) was filtered with suction, washed successively with water and with acetone, and dried in vacuo. Yield: 0.16 g (74%) of a pale yellow powder, m.p. 241-242° C. (dec.).